From a dataset of the Open Reaction Database (ORD), a public repository of structured organic reaction records. describe an organic reaction: reactants, conditions, products, and yield The reactants are CN(C)C=O, O=[Cr](=O)([O-])O[Cr](=O)(=O)[O-], O, OC(CCC1OCCCO1)c1ccc(Cl)cc1Cl, c1cc[nH+]cc1, c1cc[nH+]cc1. The product is O=C(CCC1OCCCO1)c1ccc(Cl)cc1Cl. RXN SMILES: [CH3:40][N:41]([CH3:42])[CH:43]=[O:44].[Cr:19]([O:20][Cr:21]([O-:22])(=[O:23])=[O:24])([O-:25])(=[O:26])=[O:27].[OH2:45].[OH:1][CH:2]([CH2:3][CH2:4][CH:5]1[O:6][CH2:7][CH2:8][CH2:9][O:10]1)[c:11]1[c:12]([Cl:18])[cH:13][c:14]([Cl:17])[cH:15][cH:16]1.[nH+:28]1[cH:29][cH:30][cH:31][cH:32][cH:33]1.[nH+:34]1[cH:35][cH:36][cH:37][cH:38][cH:39]1>>[O:1]=[C:2]([CH2:3][CH2:4][CH:5]1[O:6][CH2:7][CH2:8][CH2:9][O:10]1)[c:11]1[c:12]([Cl:18])[cH:13][c:14]([Cl:17])[cH:15][cH:16]1.